describe an organic reaction: reactants, conditions, products, and yield From a dataset of the Open Reaction Database (ORD), a public repository of structured organic reaction records. Starting materials: CCOC(=O)CN(C)C(=O)CN(C)C(=O)OC(C)(C)C, C1CCOC1, [Li+], [OH-], O. Yields the product CN(CC(=O)O)C(=O)CN(C)C(=O)OC(C)(C)C. RXN SMILES: [CH2:1]([CH3:2])[O:3][C:4]([CH2:5][N:6]([CH3:7])[C:8]([CH2:9][N:10]([CH3:11])[C:12](=[O:13])[O:14][C:15]([CH3:16])([CH3:17])[CH3:18])=[O:19])=[O:20].[CH2:24]1[O:25][CH2:26][CH2:27][CH2:28]1.[Li+:22].[OH-:21].[OH2:23]>>[O:3]=[C:4]([CH2:5][N:6]([CH3:7])[C:8]([CH2:9][N:10]([CH3:11])[C:12](=[O:13])[O:14][C:15]([CH3:16])([CH3:17])[CH3:18])=[O:19])[OH:20]. Starting materials: ClC=1C(=C2C(=C(C(NC2=C(C1)C(F)(F)F)=O)C(C(C)C)=O)C)OS(=O)(=O)O (6-Chloro-3-isobutyryl-4-methylsulfoxy-8-trifluoromethyl-2-quinolinone), C(C)OC(CCN)OCC (3,3-diethoxypropylamine). The product is ClC=1C=C2C(=C(C(NC2=C(C1)C(F)(F)F)=O)C(C(C)C)=O)NCCC(OCC)OCC (6-Chloro-4-(3,3-diethoxypropylamino)-3-isobutyryl-8-trifluoromethyl-2-quinolinone). The yield is 72.4%. As a reaction SMILES: [Cl:1][C:2]1[C:3](OS(O)(=O)=O)=[C:4]2[C:9](=[C:10]([C:12]([F:15])([F:14])[F:13])[CH:11]=1)[NH:8][C:7](=[O:16])[C:6]([C:17](=[O:21])[CH:18]([CH3:20])[CH3:19])=[C:5]2C.[CH2:28]([O:30][CH:31]([O:35][CH2:36][CH3:37])[CH2:32][CH2:33][NH2:34])[CH3:29]>>[Cl:1][C:2]1[CH:3]=[C:4]2[C:9](=[C:10]([C:12]([F:15])([F:13])[F:14])[CH:11]=1)[NH:8][C:7](=[O:16])[C:6]([C:17](=[O:21])[CH:18]([CH3:19])[CH3:20])=[C:5]2[NH:34][CH2:33][CH2:32][CH:31]([O:35][CH2:36][CH3:37])[O:30][CH2:28][CH3:29]. Procedure details: 6-Chloro-3-isobutyryl-4-methylsulfoxy-8-trifluoromethyl-2-quinolinone (379 mg, 1 mmol) and 3,3-diethoxypropylamine (147 mg, 1 mmol) were used and the reaction was carried out as in the above process of example 1 to obtain the desired product (335 mg, yield: 78%).